This data is from the Open Reaction Database (ORD), a public repository of structured organic reaction records. The task is: describe an organic reaction: reactants, conditions, products, and yield Starting materials: C(C1=CC=CC=C1)(=O)Cl (Benzoyl chloride), N,N-dimethylaminopyridine, N1=CC=CC=C1 (pyridine), CC(C)(C1=NN=C(N1C)C1=C(C=CC=C1)C)NC1=CC=CC=C1 (N-{1-methyl-1-[4-methyl-5-(2-methylphenyl)-4H-1,2,4-triazol-3-yl]ethyl}aniline), Cl (hydrochloric acid). Run in [Cl-].[Na+].O (brine), C(Cl)(Cl)Cl (chloroform), C(Cl)(Cl)Cl (chloroform). Conditions: temperature 80 celsius, time 3 day. Product: CC(C)(C1=NN=C(N1C)C1=C(C=CC=C1)C)N(C(C1=CC=CC=C1)=O)C1=CC=CC=C1 (N-{1-methyl-1-[4-methyl-5-(2-methylphenyl)-4H-1,2,4-triazol-3-yl]ethyl}-N-phenylbenzamide). RXN SMILES: [C:1](Cl)(=[O:8])[C:2]1[CH:7]=[CH:6][CH:5]=[CH:4][CH:3]=1.N1C=CC=CC=1.[CH3:16][C:17]([NH:32][C:33]1[CH:38]=[CH:37][CH:36]=[CH:35][CH:34]=1)([C:19]1[N:23]([CH3:24])[C:22]([C:25]2[CH:30]=[CH:29][CH:28]=[CH:27][C:26]=2[CH3:31])=[N:21][N:20]=1)[CH3:18].Cl>[Cl-].[Na+].O.C(Cl)(Cl)Cl>[CH3:18][C:17]([N:32]([C:33]1[CH:38]=[CH:37][CH:36]=[CH:35][CH:34]=1)[C:1](=[O:8])[C:2]1[CH:7]=[CH:6][CH:5]=[CH:4][CH:3]=1)([C:19]1[N:23]([CH3:24])[C:22]([C:25]2[CH:30]=[CH:29][CH:28]=[CH:27][C:26]=2[CH3:31])=[N:21][N:20]=1)[CH3:16] |f:4.5.6|. Procedure: Benzoyl chloride (0.21 ml) and N,N-dimethylaminopyridine (40 mg) were added to a pyridine (15 ml) solution of N-{1-methyl-1-[4-methyl-5-(2-methylphenyl)-4H-1,2,4-triazol-3-yl]ethyl}aniline (500 mg), followed by stirring at 80° C. for 3 days. After the reaction solution and chloroform were added to 1M hydrochloric acid, the reaction solution and chloroform were added to brine and then the organic layer was separated. Furthermore, the organic layer washed with a saturated aqueous sodium hydrogen c... As a reaction SMILES: [C:1]1([CH2:7][C:8]([NH:10][CH:11]2[C:28](=[O:29])[N:13]3[C:14]([C:21]([O:23][C:24]([CH3:27])([CH3:26])[CH3:25])=[O:22])=[C:15]([CH2:19]Br)[CH2:16][S:17](=[O:18])[C@H:12]23)=[O:9])[CH:6]=[CH:5][CH:4]=[CH:3][CH:2]=1.FC(F)(F)C([O-])=[O:33].[NH4+].[I-].[Na+].C(OCC)(=O)C>CN(C)C=O.O>[C:1]1([CH2:7][C:8]([NH:10][CH:11]2[C:28](=[O:29])[N:13]3[C:14]([C:21]([O:23][C:24]([CH3:27])([CH3:26])[CH3:25])=[O:22])=[C:15]([CH2:19][OH:33])[CH2:16][S:17](=[O:18])[C@H:12]23)=[O:9])[CH:6]=[CH:5][CH:4]=[CH:3][CH:2]=1 |f:1.2,3.4|. Reported procedure: To a solution of tert-butyl 7-phenylacetamido-3-bromomethyl-3-cephem-4-carboxylate-1-oxide (76.1 g; 0.158 mol) in N,N-dimethylformamide (350 ml), ammonium trifluoroacetate (41.3 g; 0.316 mol) and sodium iodide (23.6 g; 0.158 mol) were added, followed by stirring at room temperature. The reaction mixture was added with ammonium trifluoroacetate (10.3 g; 0.079 mol) upon an elapsed time of 4 hours and 35 minutes from the initiation of the stirring and then with sodium iodide (11.8 g, 0.079 mol) upo... Product: C1(=CC=CC=C1)CC(=O)NC1[C@@H]2N(C(=C(CS2=O)CO)C(=O)OC(C)(C)C)C1=O (tert-butyl 7-phenylacetamido-3-hydroxymethyl-3-cephem-4-carboxylate-1-oxide). The solvent is CN(C=O)C (N,N-dimethylformamide), O (water). Run at time 25 minute. The reactants are C1(=CC=CC=C1)CC(=O)NC1[C@@H]2N(C(=C(CS2=O)CBr)C(=O)OC(C)(C)C)C1=O (tert-butyl 7-phenylacetamido-3-bromomethyl-3-cephem-4-carboxylate-1-oxide), FC(C(=O)[O-])(F)F.[NH4+] (ammonium trifluoroacetate), [I-].[Na+] (sodium iodide), C(C)(=O)OCC (ethyl acetate), FC(C(=O)[O-])(F)F.[NH4+] (ammonium trifluoroacetate), [I-].[Na+] (sodium iodide). Reactants: CC1(C)Cc2cc(C(=O)O)ccc2NC1c1ccc(N)cc1, O=S(=O)(Cl)c1ccccc1, c1ccncc1. The product is CC1(C)Cc2cc(C(=O)O)ccc2NC1c1ccc(NS(=O)(=O)c2ccccc2)cc1. RXN SMILES: [NH2:1][c:2]1[cH:3][cH:4][c:5]([CH:8]2[NH:9][c:10]3[cH:11][cH:12][c:13]([C:20](=[O:21])[OH:22])[cH:14][c:15]3[CH2:16][C:17]2([CH3:18])[CH3:19])[cH:6][cH:7]1.[c:23]1([S:29](=[O:30])(=[O:31])[Cl:32])[cH:24][cH:25][cH:26][cH:27][cH:28]1.[cH:33]1[cH:34][cH:35][n:36][cH:37][cH:38]1>>[NH:1]([c:2]1[cH:3][cH:4][c:5]([CH:8]2[NH:9][c:10]3[cH:11][cH:12][c:13]([C:20](=[O:21])[OH:22])[cH:14][c:15]3[CH2:16][C:17]2([CH3:18])[CH3:19])[cH:6][cH:7]1)[S:29]([c:23]1[cH:24][cH:25][cH:26][cH:27][cH:28]1)(=[O:30])=[O:31]. The reactants are C(C)(C)(C)N1N=CC(=C1)C=1C=C(C=2N(C1)N=CC2)O (6-(1-tert-butyl-1H-pyrazol-4-yl)pyrazolo[1,5-a]pyridin-4-ol), BrN1C(CCC1=O)=O (N-bromosuccinimide). The solvent is ClCCl (dichloromethane), C(C)#N (acetonitrile). Reaction conditions: time 1 hour. The product is BrC=1C=NN2C1C(=CC(=C2)C=2C=NN(C2)C(C)(C)C)O (3-bromo-6-(1-tert-butyl-1H-pyrazol-4-yl)pyrazolo[1,5-a]pyridin-4-ol). As a reaction SMILES: [C:1]([N:5]1[CH:9]=[C:8]([C:10]2[CH:11]=[C:12]([OH:19])[C:13]3[N:14]([N:16]=[CH:17][CH:18]=3)[CH:15]=2)[CH:7]=[N:6]1)([CH3:4])([CH3:3])[CH3:2].[Br:20]N1C(=O)CCC1=O>C(#N)C.ClCCl>[Br:20][C:18]1[CH:17]=[N:16][N:14]2[CH:15]=[C:10]([C:8]3[CH:7]=[N:6][N:5]([C:1]([CH3:4])([CH3:2])[CH3:3])[CH:9]=3)[CH:11]=[C:12]([OH:19])[C:13]=12. Reported procedure: To a solution of 6-(1-tert-butyl-1H-pyrazol-4-yl)pyrazolo[1,5-a]pyridin-4-ol (138 mg, 0.538 mmol) in acetonitrile (6 mL) was added N-bromosuccinimide (105 mg, 0.590 mmol). The solution was stirred at room temperature for 1 h. The reaction was diluted with dichloromethane, washed with water and 2N NaOH. The combined aqueous layers were neutralized and extracted with ethyl acetate. The combined organic layers were washed with brine, dried, filtered and concentrated under reduced pressure. The resi... Reactants: OCC1C(CCC1)(O)C (2-Hydroxymethyl-1-methylcyclopentan-1-ol), N1=CC=CC=C1 (pyridine), C1(=CC=C(C=C1)S(=O)(=O)Cl)C (p-toluenesulfonyl chloride). Reagents/catalysts: CN(C1=CC=NC=C1)C (4-dimethylaminopyridine). Solvent: C(Cl)Cl (CH2Cl2). Reaction conditions: time 8 hour. Product: CC1(C(CCC1)COS(=O)(=O)C1=CC=C(C=C1)C)O (1-Methyl-2-p-toluenesulfonyloxymethylcyclopentan-1-ol). The yield is 99.3%. As a reaction SMILES: [OH:1][CH2:2][CH:3]1[CH2:7][CH2:6][CH2:5][C:4]1([CH3:9])[OH:8].N1C=CC=CC=1.[C:16]1([CH3:26])[CH:21]=[CH:20][C:19]([S:22](Cl)(=[O:24])=[O:23])=[CH:18][CH:17]=1>CN(C)C1C=CN=CC=1.C(Cl)Cl>[CH3:9][C:4]1([OH:8])[CH2:5][CH2:6][CH2:7][CH:3]1[CH2:2][O:1][S:22]([C:19]1[CH:20]=[CH:21][C:16]([CH3:26])=[CH:17][CH:18]=1)(=[O:24])=[O:23]. Procedure: To a mixture of 7a (1.78 g, crude), pyridine (5.5 mL, 68.0 mmol) and 4-dimethylaminopyridine (0.17 g, 1.37 mmol) in CH2Cl2 (40 mL) was added p-toluenesulfonyl chloride (3.13 g, 16.4 mmol) in one portion, and the mixture was left to stand at 4° C. overnight. The mixture was stirred at ambient temperature for 100 min. To the mixture was added ice and the mixture was stirred at ambient temperature and the organic layer was separated. The aqueous layer was extracted with EtOAc and ,he combined organ... Starting materials: CC(C)CS, [H-], Nc1nc(Cl)nc2c1ncn2Cc1ccccc1, [Na+], CN(C)C=O. Product: CC(C)CSc1nc(N)c2ncn(Cc3ccccc3)c2n1. As a reaction SMILES: [CH3:3][CH:4]([CH2:5][SH:6])[CH3:7].[H-:1].[NH2:8][c:9]1[c:10]2[n:11][cH:12][n:13]([CH2:19][c:20]3[cH:21][cH:22][cH:23][cH:24][cH:25]3)[c:14]2[n:15][c:16]([Cl:18])[n:17]1.[Na+:2].[O:26]=[CH:27][N:28]([CH3:29])[CH3:30]>>[CH3:3][CH:4]([CH2:5][S:6][c:16]1[n:15][c:14]2[c:10]([c:9]([NH2:8])[n:17]1)[n:11][cH:12][n:13]2[CH2:19][c:20]1[cH:21][cH:22][cH:23][cH:24][cH:25]1)[CH3:7].